From a dataset of the Open Reaction Database (ORD), a public repository of structured organic reaction records. describe an organic reaction: reactants, conditions, products, and yield Reactants: CCOC(C)=O, CCO, NN, O=C1c2ccccc2C(=O)N1CCCCOc1ccccc1, O. Yields the product NCCCCOc1ccccc1. Reaction SMILES: [CH3:26][CH2:27][O:28][C:29]([CH3:30])=[O:31].[CH3:32][CH2:33][OH:34].[NH2:23][NH2:24].[O:1]([c:2]1[cH:3][cH:4][cH:5][cH:6][cH:7]1)[CH2:8][CH2:9][CH2:10][CH2:11][N:12]1[C:13](=[O:14])[c:15]2[c:16]([cH:17][cH:18][cH:19][cH:20]2)[C:21]1=[O:22].[OH2:25]>>[O:1]([c:2]1[cH:3][cH:4][cH:5][cH:6][cH:7]1)[CH2:8][CH2:9][CH2:10][CH2:11][NH2:12]. Starting materials: O.OC=1C=C2C(C(C(C2=CC1)=O)=O)=O (5-hydroxyindan-1,2,3-trione, monohydrate), Cl.C1(=CC=CC=C1)NC(NN)=O (4-phenyl semicarbazide hydrochloride). Product: OC=1C=C2C(C(C(C2=CC1)=O)=NNC(=O)NC1=CC=CC=C1)=O (5-hydroxy-2-(4-phenylsemicarbazono),indan-1,3-dione). RXN SMILES: O.[OH:2][C:3]1[CH:4]=[C:5]2[C:9](=[CH:10][CH:11]=1)[C:8](=[O:12])[C:7](=O)[C:6]2=[O:14].Cl.[C:16]1([NH:22][C:23](=[O:26])[NH:24][NH2:25])[CH:21]=[CH:20][CH:19]=[CH:18][CH:17]=1>>[OH:2][C:3]1[CH:4]=[C:5]2[C:9](=[CH:10][CH:11]=1)[C:8](=[O:12])[C:7](=[N:25][NH:24][C:23]([NH:22][C:16]1[CH:17]=[CH:18][CH:19]=[CH:20][CH:21]=1)=[O:26])[C:6]2=[O:14] |f:0.1,2.3|. Reported procedure: 5-hydroxyindan-1,2,3-trione, monohydrate, 4-phenyl semicarbazide hydrochloride; reflux for 4 hours